The task is: describe an organic reaction: reactants, conditions, products, and yield. This data is from the Open Reaction Database (ORD), a public repository of structured organic reaction records. Starting materials: F[C@@H]1[C@@H]2C=3C=CC(=CC3C[C@H]([C@H]2[C@@H]2CCC([C@@]2(C)C1)=O)CCCCCI)O (11β-fluoro-3-hydroxy-7α-(5-iodopentyl)-estra-1,3,5(10)-trien-17-one), CNCC=C(C(C(C(F)(F)F)(F)F)(F)F)F (methyl-(3,4,4,5,5,6,6,6-octafluoro-hex-2-enyl)-amine). Run in CN1C(CCC1)=O (N-methylpyrrolidone). Run at temperature 80 celsius, time 1 hour. Product: F[C@@H]1[C@@H]2C=3C=CC(=CC3C[C@H]([C@H]2[C@@H]2CCC([C@@]2(C)C1)=O)CCCCCN(CC=C(C(C(C(F)(F)F)(F)F)(F)F)F)C)O (11β-fluoro-3-hydroxy-7α-{5-[methyl-(3,4,4,5,5,6,6,6-octafluoro-hex-2-enyl)-amino]-pentyl}-estra-1,3,5(10)-trien-17-one). Isolated yield 151.6%. As a reaction SMILES: [F:1][C@H:2]1[CH2:19][C@@:17]2([CH3:18])[C@@H:13]([CH2:14][CH2:15][C:16]2=[O:20])[C@H:12]2[C@H:3]1[C:4]1[CH:5]=[CH:6][C:7]([OH:27])=[CH:8][C:9]=1[CH2:10][C@H:11]2[CH2:21][CH2:22][CH2:23][CH2:24][CH2:25]I.[CH3:28][NH:29][CH2:30][CH:31]=[C:32]([F:43])[C:33]([F:42])([F:41])[C:34]([F:40])([F:39])[C:35]([F:38])([F:37])[F:36]>CN1CCCC1=O>[F:1][C@H:2]1[CH2:19][C@@:17]2([CH3:18])[C@@H:13]([CH2:14][CH2:15][C:16]2=[O:20])[C@H:12]2[C@H:3]1[C:4]1[CH:5]=[CH:6][C:7]([OH:27])=[CH:8][C:9]=1[CH2:10][C@H:11]2[CH2:21][CH2:22][CH2:23][CH2:24][CH2:25][N:29]([CH3:28])[CH2:30][CH:31]=[C:32]([F:43])[C:33]([F:41])([F:42])[C:34]([F:39])([F:40])[C:35]([F:36])([F:37])[F:38]. Procedure: 880 mg of 11β-fluoro-3-hydroxy-7α-(5-iodopentyl)-estra-1,3,5(10)-trien-17-one and 2.21 g of methyl-(3,4,4,5,5,6,6,6-octafluoro-hex-2-enyl)-amine are dissolved in 20 ml of N-methylpyrrolidone and stirred for 1 hour at a bath temperature of 80° C. After the reaction solution is cooled to room temperature, the batch is added to saturated common salt solution, extracted with diethyl ether, dried and concentrated by evaporation in a vacuum. 1.69 g of 11β-fluoro-3-hydroxy-7α-{5-[methyl-(3,4,4,5,5,6,6,... Starting materials: FC1=CC=C(C=C1)[N+](=O)[O-] (1-fluoro-4-nitrobenzene), C(C)(C)N (isopropylamine). Product: C(C)(C)NC1=CC=C(C=C1)[N+](=O)[O-] (4-isopropylamino-nitrobenzene). Reaction SMILES: F[C:2]1[CH:7]=[CH:6][C:5]([N+:8]([O-:10])=[O:9])=[CH:4][CH:3]=1.[CH:11]([NH2:14])([CH3:13])[CH3:12]>>[CH:11]([NH:14][C:2]1[CH:7]=[CH:6][C:5]([N+:8]([O-:10])=[O:9])=[CH:4][CH:3]=1)([CH3:13])[CH3:12]. Procedure: Prepared from 1-fluoro-4-nitrobenzene and isopropylamine Reactants: [Si](C)(C)(C(C)(C)C)OCC=1C=C(C=CC1)CC(C)O (1-[3-(tert-butyldimethylsilyloxymethyl)-phenyl]-propan-2-ol), N(=NC(=O)OC(C)C)C(=O)OC(C)C (diisopropyl azodicarboxylate), C1(=CC=CC=C1)P(C1=CC=CC=C1)C1=CC=CC=C1 (triphenylphosphine), C1(=CC=CC=C1)P(=O)(C1=CC=CC=C1)N=[N+]=[N-] (diphenylphosphoryl azide). Run in ClCCl (dichloromethane), C1CCOC1 (THF). Conditions: temperature 0 celsius, time 15 minute. Product: N(=[N+]=[N-])C(CC=1C=C(CO[Si](C)(C)C(C)(C)C)C=CC1)C ([3-(2-Azidopropyl)-benzyloxy]-tert-butyldimethylsilane). RXN SMILES: [Si:1]([O:8][CH2:9][C:10]1[CH:11]=[C:12]([CH2:16][CH:17](O)[CH3:18])[CH:13]=[CH:14][CH:15]=1)([C:4]([CH3:7])([CH3:6])[CH3:5])([CH3:3])[CH3:2].N(C(OC(C)C)=O)=NC(OC(C)C)=O.C1(P(C2C=CC=CC=2)C2C=CC=CC=2)C=CC=CC=1.C1(P([N:67]=[N+:68]=[N-:69])(C2C=CC=CC=2)=O)C=CC=CC=1>C1COCC1.ClCCl>[N:67]([CH:17]([CH3:18])[CH2:16][C:12]1[CH:11]=[C:10]([CH:15]=[CH:14][CH:13]=1)[CH2:9][O:8][Si:1]([C:4]([CH3:7])([CH3:6])[CH3:5])([CH3:3])[CH3:2])=[N+:68]=[N-:69]. Reported procedure: To a stirring solution of 1-[3-(tert-butyldimethylsilyloxymethyl)-phenyl]-propan-2-ol (130 mg, 0.46 mmol) in THF (1.5 mL) under nitrogen at 0° C. was added diisopropyl azodicarboxylate (140 mg, 0.7 mmol), triphenylphosphine (180 mg, 0.7 mmol), and diphenylphosphoryl azide (190 mg, 0.7 mmol) and the mixture was stirred at 0° C. for 15 min. The mixture was diluted with dichloromethane, washed with water, brine, dried over magnesium sulfate, and purified by flash column chromatography (ethyl acetat... Reactants: O=C1CCC(=O)N1Br, ClC(Cl)(Cl)Cl, Cc1ccc2onc(-c3ccc(Cl)cc3)c2c1. Yields the product Clc1ccc(-c2noc3ccc(CBr)cc23)cc1. As a reaction SMILES: [Br:18][N:19]1[C:20](=[O:21])[CH2:22][CH2:23][C:24]1=[O:25].[C:26]([Cl:27])([Cl:28])([Cl:29])[Cl:30].[Cl:1][c:2]1[cH:3][cH:4][c:5](-[c:8]2[n:9][o:10][c:11]3[c:12]2[cH:13][c:14]([CH3:17])[cH:15][cH:16]3)[cH:6][cH:7]1>>[Cl:1][c:2]1[cH:3][cH:4][c:5](-[c:8]2[n:9][o:10][c:11]3[c:12]2[cH:13][c:14]([CH2:17][Br:18])[cH:15][cH:16]3)[cH:6][cH:7]1.